From a dataset of the Open Reaction Database (ORD), a public repository of structured organic reaction records. describe an organic reaction: reactants, conditions, products, and yield Reaction conditions: time 20 minute. Run in CS(=O)C (DMSO), CS(=O)C (DMSO). As a reaction SMILES: [H-].[Na+].[I-].[CH3:4][S+](C)C.[CH3:8][C:9]1[O:13][C:12]([C:14]2[CH:15]=[C:16]([CH3:20])[CH:17]=[CH:18][CH:19]=2)=[N:11][C:10]=1[CH2:21][O:22][C@H:23]1[CH2:28][CH2:27][CH2:26][C@@H:25]([O:29][CH2:30][C:31](=[CH2:37])[C:32]([O:34][CH2:35][CH3:36])=[O:33])[CH2:24]1>CS(C)=O>[CH3:8][C:9]1[O:13][C:12]([C:14]2[CH:15]=[C:16]([CH3:20])[CH:17]=[CH:18][CH:19]=2)=[N:11][C:10]=1[CH2:21][O:22][C@H:23]1[CH2:28][CH2:27][CH2:26][C@@H:25]([O:29][CH2:30][C:31]2([C:32]([O:34][CH2:35][CH3:36])=[O:33])[CH2:4][CH2:37]2)[CH2:24]1 |f:0.1,2.3|. Procedure: At room temperature, 12 mg of a 60 percent strength sodium hydride suspension are added to a suspension of 55 mg of trimethylsulfonium iodide in 2 ml of DMSO, and the mixture is stirred at room temperature for 20 min. At 10° C., 100 mg of ethyl (1R,3S)-2-[3-(5-methyl-2-m-tolyloxazol-4-ylmethoxy)cyclohexyloxymethyl]acrylate, dissolved in 2 ml of DMSO, are then added, and the mixture is stirred at room temperature for 90 min. The mixture is poured into ice-water and extracted with methyl tert-buty... Reactants: CC1=C(N=C(O1)C=1C=C(C=CC1)C)CO[C@@H]1C[C@@H](CCC1)OCC(C(=O)OCC)=C (ethyl (1R,3S)-2-[3-(5-methyl-2-m-tolyloxazol-4-ylmethoxy)cyclohexyloxymethyl]acrylate), ice water, [H-].[Na+] (sodium hydride), [I-].C[S+](C)C (trimethylsulfonium iodide). Product: CC1=C(N=C(O1)C=1C=C(C=CC1)C)CO[C@@H]1C[C@@H](CCC1)OCC1(CC1)C(=O)OCC (Ethyl (1R,3S)-1-[3-(5-methyl-2-m-tolyloxazol-4-ylmethoxy)cyclohexyloxymethyl]-cyclopropanecarboxylate). Reactants: CC(C)(C)OC(=O)NC(Cc1ccccc1)C1CO1, CO, N. Product: CC(C)(C)OC(=O)NC(Cc1ccccc1)C(O)CN. RXN SMILES: [C:1]([CH3:2])([CH3:3])([CH3:4])[O:5][C:6]([NH:7][CH:8]([CH2:9][c:10]1[cH:11][cH:12][cH:13][cH:14][cH:15]1)[CH:16]1[O:17][CH2:18]1)=[O:19].[CH3:21][OH:22].[NH3:20]>>[C:1]([CH3:2])([CH3:3])([CH3:4])[O:5][C:6]([NH:7][CH:8]([CH2:9][c:10]1[cH:11][cH:12][cH:13][cH:14][cH:15]1)[CH:16]([OH:17])[CH2:18][NH2:20])=[O:19]. The reactants are solvent A, 0-(imidazol-2-yl)methylhydroxylamine, NC=1SC=C(N1)C(C(=O)O)=O (2-(2-aminothiazol-4-yl)glyoxylic acid), solvent C, BrCC=1NC=CN1 (2-bromomethylimidazole), ON1C(C=2C(C1=O)=CC=CC2)=O (N-hydroxy-phthalimide). Yields the product NC=1SC=C(N1)/C(/C(=O)O)=N/OCC=1NC=CN1 (2-(2-aminothiazol-4-yl)-2-[(Z)-(imidazol-2-yl)-methoxyimino]acetic acid). RXN SMILES: Br[CH2:2][C:3]1[NH:4][CH:5]=[CH:6][N:7]=1.[OH:8][N:9]1C(=O)C2=CC=CC=C2C1=O.[NH2:20][C:21]1[S:22][CH:23]=[C:24]([C:26](=O)[C:27]([OH:29])=[O:28])[N:25]=1>>[NH2:20][C:21]1[S:22][CH:23]=[C:24](/[C:26](=[N:9]/[O:8][CH2:2][C:3]2[NH:4][CH:5]=[CH:6][N:7]=2)/[C:27]([OH:29])=[O:28])[N:25]=1. Procedure details: N.m.r. in solvent A: 4.15 (m, 1H), 4.38 (m, 1H), 4.48 (m, 1H , 4.92 (m, 1H , 6.94 (s, 1H), 7.4 (s, 15H). 9. N.m.r. in solvent C: 3.4 (m, 2H), 4.2 - 4.6 (m, 4H), 4.7 (m, 1H), 5.0 (m, 1H), 5.1 (d, 1H), 5.9 (d, 1H), 6.9 (s, 1H), 7.4 (s, 15H). 10. The starting material was prepared by reaction of 2-bromomethylimidazole with N-hydroxy-phthalimide, deprotection to give 0-(imidazol-2-yl)methylhydroxylamine and condensation with 2-(2-aminothiazol-4-yl)glyoxylic acid to give 2-(2-aminothiazol-4-yl)-2-[(Z... Starting materials: C(C)NC(NOCC(=O)O)=O (2-(3-ethylureidooxy)acetic acid), N[C@H](C(=O)N(CC1=CC=CC2=CC=CC=C12)[C@H](C(OCC)OCC)C)CC1CCCCC1 ((S)-2-amino-3-cyclohexyl-N—((S)-1,1-diethoxypropan-2-yl)-N-(naphthalen-1-ylmethyl)propanamide). The product is C1(CCCCC1)C[C@@H](C(=O)N(CC1=CC=CC2=CC=CC=C12)[C@H](C(OCC)OCC)C)NC(CN(NC(=O)NCC)C)=O (2-(2-((S)-3-cyclohexyl-1-(((S)-1,1-diethoxypropan-2-yl)(naphthalen-1-ylmethyl)amino)-1-oxopropan-2-ylamino)-2-oxoethyl)-N-ethyl-2-methylhydrazinecarboxamide). Yield: 44.6%. RXN SMILES: [CH2:1]([NH:3][C:4](=[O:11])[NH:5]OCC(O)=O)[CH3:2].[NH2:12][C@@H:13]([CH2:37][CH:38]1[CH2:43][CH2:42][CH2:41][CH2:40][CH2:39]1)[C:14]([N:16]([C@@H:28]([CH3:36])[CH:29]([O:33][CH2:34][CH3:35])[O:30][CH2:31][CH3:32])[CH2:17][C:18]1[C:27]2[C:22](=[CH:23][CH:24]=[CH:25][CH:26]=2)[CH:21]=[CH:20][CH:19]=1)=[O:15]>>[CH:38]1([CH2:37][C@H:13]([NH:12][C:29](=[O:30])[CH2:28][N:16]([CH3:14])[NH:5][C:4]([NH:3][CH2:1][CH3:2])=[O:11])[C:14]([N:16]([C@@H:28]([CH3:36])[CH:29]([O:33][CH2:34][CH3:35])[O:30][CH2:31][CH3:32])[CH2:17][C:18]2[C:27]3[C:22](=[CH:23][CH:24]=[CH:25][CH:26]=3)[CH:21]=[CH:20][CH:19]=2)=[O:15])[CH2:39][CH2:40][CH2:41][CH2:42][CH2:43]1. Reported procedure: According to the procedure described in the synthesis method of Compound II-130, 2-(3-ethylureidooxy)acetic acid (Compound VI-13) 32 mg (0.18 mmol) was coupled with (S)-2-amino-3-cyclohexyl-N—((S)-1,1-diethoxypropan-2-yl)-N-(naphthalen-1-ylmethyl)propanamide (Compound IV-23) 66 mg (0.15 mmol) to obtain the title compound 20 mg (23%). Starting materials: BrC1=C(C=C(C=C1)C=1C=NC=2N(C1)C(=CN2)C2(CC2)C=2C=C1C=CC=NC1=CC2)F (6-{1-[6-(4-bromo-3-fluorophenyl)imidazo[1,2-a]pyrimidin-3-yl]cyclopropyl}quinoline), N1C(CCC1)=O (2-pyrrolidinone), CN[C@@H]1[C@H](CCCC1)NC ((1S,2S)—N,N′-dimethylcyclohexane-1,2-diamine), C([O-])([O-])=O.[K+].[K+] (potassium carbonate). The reagents and catalysts are [Cu]I (copper(I) iodide). Solvent: O1CCOCC1 (1,4-dioxane). Yields the product FC1=C(C=CC(=C1)C=1C=NC=2N(C1)C(=CN2)C2(CC2)C=2C=C1C=CC=NC1=CC2)N2C(CCC2)=O (1-{2-Fluoro-4-[3-(1-quinolin-6-ylcyclopropyl)imidazo[1,2-a]pyrimidin-6-yl]phenyl}pyrrolidin-2-one). RXN SMILES: Br[C:2]1[CH:7]=[CH:6][C:5]([C:8]2[CH:9]=[N:10][C:11]3[N:12]([C:14]([C:17]4([C:20]5[CH:21]=[C:22]6[C:27](=[CH:28][CH:29]=5)[N:26]=[CH:25][CH:24]=[CH:23]6)[CH2:19][CH2:18]4)=[CH:15][N:16]=3)[CH:13]=2)=[CH:4][C:3]=1[F:30].[NH:31]1[CH2:35][CH2:34][CH2:33][C:32]1=[O:36].CN[C@H]1CCCC[C@@H]1NC.C(=O)([O-])[O-].[K+].[K+]>O1CCOCC1.[Cu]I>[F:30][C:3]1[CH:4]=[C:5]([C:8]2[CH:9]=[N:10][C:11]3[N:12]([C:14]([C:17]4([C:20]5[CH:21]=[C:22]6[C:27](=[CH:28][CH:29]=5)[N:26]=[CH:25][CH:24]=[CH:23]6)[CH2:19][CH2:18]4)=[CH:15][N:16]=3)[CH:13]=2)[CH:6]=[CH:7][C:2]=1[N:31]1[CH2:35][CH2:34][CH2:33][C:32]1=[O:36] |f:3.4.5|. Reported procedure: To a solution of 6-{1-[6-(4-bromo-3-fluorophenyl)imidazo[1,2-a]pyrimidin-3-yl]cyclopropyl}quinoline (20 mg, 0.04 mmol) in 1,4-dioxane (1 mL) was added 2-pyrrolidinone (5.7 mg, 0.067 mmol), (1S,2S)—N,N′-dimethylcyclohexane-1,2-diamine (1 mg, 0.009 mmol), copper(I) iodide (0.8 mg, 0.004 mmol), and potassium carbonate (13 mg, 0.095 mmol). The mixture was irradiated at under microwave 150° C. for 1 h. After cooling to RT, the solution was purified by RP-HPLC (pH=10) to afford the desired compound. L... Reactants: N1C(=NC2=C1C=CC=C2)NC2CCN(CC2)C(=O)OCC ((1H-benzimidazol-2-yl)(1-ethoxycarbonylpiperidin-4-yl)amine), CS(=O)(=O)CCOCC=1OC=CC1 (fur-2-ylmethyl 2-methanesulfonylethyl ether), O1CCCC1 (tetrahydrofuran), C[Si](C)(C)[N-][Si](C)(C)C.[K+] (potassium bis(trimethylsilyl)amide). Run in O (water). Reaction conditions: temperature -78 celsius, time 30 minute. Yields the product O1C(=CC=C1)COCCN1C(=NC2=C1C=CC=C2)NC2CCN(CC2)C(=O)OCC ((1-(2-(fur-2-ylmethoxy)ethyl)-1H-benzimidazol-2-yl)(1-ethoxycarbonylpiperidin-4-yl)amine). Reaction SMILES: [NH:1]1[C:5]2[CH:6]=[CH:7][CH:8]=[CH:9][C:4]=2[N:3]=[C:2]1[NH:10][CH:11]1[CH2:16][CH2:15][N:14]([C:17]([O:19][CH2:20][CH3:21])=[O:18])[CH2:13][CH2:12]1.O1CCCC1.C[Si]([N-][Si](C)(C)C)(C)C.[K+].CS([CH2:41][CH2:42][O:43][CH2:44][C:45]1[O:46][CH:47]=[CH:48][CH:49]=1)(=O)=O>O>[O:46]1[CH:47]=[CH:48][CH:49]=[C:45]1[CH2:44][O:43][CH2:42][CH2:41][N:1]1[C:5]2[CH:6]=[CH:7][CH:8]=[CH:9][C:4]=2[N:3]=[C:2]1[NH:10][CH:11]1[CH2:16][CH2:15][N:14]([C:17]([O:19][CH2:20][CH3:21])=[O:18])[CH2:13][CH2:12]1 |f:2.3|. Procedure: Combine (1H-benzimidazol-2-yl)(1-ethoxycarbonylpiperidin-4-yl)amine (0.5 g, 1.6 mmol) and tetrahydrofuran (10 mL). Cool to -78° C. Add dropwise, a solution of potassium bis(trimethylsilyl)amide (3.6 mL, 0.5M in toluene, 1.8 mmol). After 30 minutes, add fur-2-ylmethyl 2-methanesulfonylethyl ether (1.8 mmol). Warm to ambient temperature and heat to reflux. After 18 hours, cool to ambient temperature and add water. Separate the organic layer and extract the aqueous layer with dichloromethane. Dry t... Reaction conditions: time 1.5 hour. Reaction SMILES: [Cl-].[Al+3].[Cl-].[Cl-].[C:5]([O:8][CH:9]([C:11]1[CH:12]=[CH:13][C:14]2[O:19][CH:18]=[C:17]([C:20]#[N:21])[C:16](=[O:22])[C:15]=2[CH:23]=1)[CH3:10])(=[O:7])[CH3:6].[N-:24]=[N+:25]=[N-:26].[Na+]>O1CCCC1>[C:5]([O:8][CH:9]([C:11]1[CH:23]=[C:15]2[C:14](=[CH:13][CH:12]=1)[O:19][CH:18]=[C:17]([C:20]1[NH:26][N:25]=[N:24][N:21]=1)[C:16]2=[O:22])[CH3:10])(=[O:7])[CH3:6] |f:0.1.2.3,5.6|. Reported procedure: To a mixture of 45 parts by volume of tetrahydrofuran and 4.005 parts of anyhydrous aluminum chloride there are added 3.86 parts of 6-(1-acetoxyethyl)-4-oxo-4H-1-benzopyran-3-carbonitrile and 2.925 parts of sodium azide, and the resulting mixture is refluxed under stirring for 1.5 hours. After cooling, the solvent is distilled off. To the solid residue are added 2.1 parts of sodium nitrite and ice-water, and the mixture is well shaken. The insoluble material is recovered by filtration and recrys... The product is C(C)(=O)OC(C)C=1C=C2C(C(=COC2=CC1)C1=NN=NN1)=O (6-(1-acetoxyethyl)-3-(1H-tetrazol-5-yl)-chromone). Reactants: 45, [Cl-].[Al+3].[Cl-].[Cl-] (aluminum chloride), C(C)(=O)OC(C)C=1C=CC2=C(C(C(=CO2)C#N)=O)C1 (6-(1-acetoxyethyl)-4-oxo-4H-1-benzopyran-3-carbonitrile), [N-]=[N+]=[N-].[Na+] (sodium azide). Run in O1CCCC1 (tetrahydrofuran). The reactants are C(C)(C)(C)OC(=O)N1CCC(CC1)C(=O)C1=NC2=C(N1CCOCC=C)C=CC=C2 (1-(t-butoxycarbonyl)-4-(1-(2-allyloxyethyl)-1H-benzimidazole-2-carbonyl)piperidine), Cl (hydrochloric acid). The solvent is O1CCOCC1 (dioxane), O1CCOCC1 (dioxane). Run at time 30 minute. Yields the product C(C=C)OCCN1C(=NC2=C1C=CC=C2)C(=O)C2CCNCC2 (4-(1-(2-allyloxyethyl)-1H-benzimidazole-2-carbonyl)piperidine). RXN SMILES: C(OC([N:8]1[CH2:13][CH2:12][CH:11]([C:14]([C:16]2[N:20]([CH2:21][CH2:22][O:23][CH2:24][CH:25]=[CH2:26])[C:19]3[CH:27]=[CH:28][CH:29]=[CH:30][C:18]=3[N:17]=2)=[O:15])[CH2:10][CH2:9]1)=O)(C)(C)C.Cl>O1CCOCC1>[CH2:24]([O:23][CH2:22][CH2:21][N:20]1[C:19]2[CH:27]=[CH:28][CH:29]=[CH:30][C:18]=2[N:17]=[C:16]1[C:14]([CH:11]1[CH2:12][CH2:13][NH:8][CH2:9][CH2:10]1)=[O:15])[CH:25]=[CH2:26]. Procedure details: Combine 1-(t-butoxycarbonyl)-4-(1-(2-allyloxyethyl)-1H-benzimidazole-2-carbonyl)piperidine (1.0 mmol) and dioxane (3 mL). Add a solution of hydrochloric acid in dioxane (4 mL, 4 M, 16 mmol). After 30 minutes, partition the residue between ethyl acetate and saturated aqueous sodium bicarbonate solution. Separate the organic layer and extract with saturated aqueous sodium chloride solution. Dry the organic layer over Na2SO4, filter, and evaporate in vacuo to give the title compound. The product is CC(C)NCCS(=O)(=O)C1=CC=C(C=C1)[N+](=O)[O-] (1-methyl-N-[2-[(4-nitrophenyl)sulfonyl]ethyl]ethanamine). Procedure: A solution of 2-chloroethyl-4-nitrophenylsulfone in isopropylamine is stirred at room temperature for about 72 hr. The isopropylamine is removed by evaporation, and the residue is dissolved with agitation in a mixture of methylene chloride and dilute sodium hydroxide. The methylene chloride layer is extracted with dilute sodium hydroxide, and dried over magnesium sulfate. The solvent is removed by evaporation to give 1-methyl-N-[2-[(4-nitrophenyl)sulfonyl]ethyl]ethanamine as an oil. The reactants are ClCCC1=C(C=CC(=C1)[N+](=O)[O-])S(=O)(=O)C1=C(C=C(C=C1)[N+](=O)[O-])CCCl (2-chloroethyl-4-nitrophenylsulfone). The solvent is C(C)(C)N (isopropylamine). RXN SMILES: ClCCC1C=C([N+]([O-])=O)C=[CH:6][C:5]=1[S:13]([C:16]1[CH:21]=[CH:20][C:19]([N+:22]([O-:24])=[O:23])=[CH:18][C:17]=1CCCl)(=[O:15])=[O:14]>C(N)(C)C>[CH3:18][CH:19]([NH:22][CH2:6][CH2:5][S:13]([C:16]1[CH:17]=[CH:18][C:19]([N+:22]([O-:24])=[O:23])=[CH:20][CH:21]=1)(=[O:14])=[O:15])[CH3:20]. Starting materials: CC1(C(OC(C1)=O)=O)C (3,3-dimethyl-dihydro-furan-2,5-dione), [Cl-].[NH4+] (ammonium chloride), COC=1C=C(C=CC1OC)Br (3,4-dimethoxybromo-benzene), [Mg] (magnesium). Solvent: O1CCCC1 (tetrahydrofuran), O1CCCC1 (tetrahydrofuran). The product is COC=1C=C(C=CC1OC)C(CC(C(=O)O)(C)C)=O (4-(3,4-dimethoxyphenyl)-2,2-dimethyl-4-oxo-butyric Acid). RXN SMILES: [CH3:1][O:2][C:3]1[CH:4]=[C:5](Br)[CH:6]=[CH:7][C:8]=1[O:9][CH3:10].[Mg].[CH3:13][C:14]1([CH3:21])[CH2:18][C:17](=[O:19])[O:16][C:15]1=[O:20].[Cl-].[NH4+]>O1CCCC1>[CH3:1][O:2][C:3]1[CH:4]=[C:5]([C:17](=[O:19])[CH2:18][C:14]([CH3:21])([CH3:13])[C:15]([OH:20])=[O:16])[CH:6]=[CH:7][C:8]=1[O:9][CH3:10] |f:3.4|. Reported procedure: Under an atmosphere of dry nitrogen a grignard solution, prepared from 43.4 g 3,4-dimethoxybromo-benzene and 6.1 g magnesium in 200 ml of tetrahydrofuran, is added dropwise to a solution of 20.5 g 3,3-dimethyl-dihydro-furan-2,5-dione in 200 ml of tetrahydrofuran cooled in an ice-bath. The reaction mixture is stirred for an additional hour at RT. 100 ml of a 20% ammonium chloride solution is added and the water layer is extracted twice with 75 ml of ethyl acetate. The combined organic layers are ...